This data is from the Open Reaction Database (ORD), a public repository of structured organic reaction records. The task is: describe an organic reaction: reactants, conditions, products, and yield Reactants: OC=1C=C2CC[C@H](C2=CC1)[C@@H](C(=O)OC)C (methyl (2S)-2-[(1S)-5-hydroxy-2,3-dihydro-1H-inden-1-yl]propanoate), BrC(C)(C)Br (dibromopropane), C(=O)([O-])[O-].[Cs+].[Cs+] (Cs2CO3). Reagents/catalysts: O (water). Run in CN(C)C=O (DMF). Conditions: time 7 hour. Yields the product BrCCCOC=1C=C2CC[C@H](C2=CC1)[C@@H](C(=O)OC)C (methyl (2S)-2-[(1S)-5-(3-bromopropoxy)-2,3-dihydro-1H-inden-1-yl]-propanoate). Yield: 34.0%. As a reaction SMILES: [OH:1][C:2]1[CH:3]=[C:4]2[C:8](=[CH:9][CH:10]=1)[C@H:7]([C@H:11]([CH3:16])[C:12]([O:14][CH3:15])=[O:13])[CH2:6][CH2:5]2.Br[C:18]([Br:21])([CH3:20])C.[C:22]([O-])([O-])=O.[Cs+].[Cs+]>O.CN(C=O)C>[Br:21][CH2:18][CH2:20][CH2:22][O:1][C:2]1[CH:3]=[C:4]2[C:8](=[CH:9][CH:10]=1)[C@H:7]([C@H:11]([CH3:16])[C:12]([O:14][CH3:15])=[O:13])[CH2:6][CH2:5]2 |f:2.3.4|. Procedure details: Methyl (2S)-2-[(1S)-5-hydroxy-2,3-dihydro-1H-inden-1-yl]propanoate (Example 14) (500 mg, 2.27 mmol), dibromopropane (4.308 g, 21.34 mmol), Cs2CO3 (834 mg, 2.56 mmol), and water (5 drops) were combined in DMF (20 mL) and stirred for 7 h at rt. The reaction mixture was concentrated under reduced pressure, water was added and the aqueous solution was extracted with EtOAc (2×). The combined organic phases were dried over Na2SO4, filtered, and concentrated under reduced pressure. Purification by sili... Reaction SMILES: [CH2:30]1[O:31][CH2:32][CH2:33][CH2:34]1.[CH3:28][OH:29].[K+:19].[K+:20].[N:25]#[C:26][Br:27].[NH2:1][CH:2]([CH2:3][OH:4])[CH2:5][N:6]([c:7]1[n:8][c:9]([C:13]([F:14])([F:15])[F:16])[n:10][cH:11][cH:12]1)[CH2:17][CH3:18].[O-:21][C:22]([O-:23])=[O:24]>>[N:1]1=[C:26]([NH2:25])[O:4][CH2:3][CH:2]1[CH2:5][N:6]([c:7]1[n:8][c:9]([C:13]([F:14])([F:15])[F:16])[n:10][cH:11][cH:12]1)[CH2:17][CH3:18]. Yields the product CCN(CC1COC(N)=N1)c1ccnc(C(F)(F)F)n1. Reactants: C1CCOC1, CO, [K+], [K+], N#CBr, CCN(CC(N)CO)c1ccnc(C(F)(F)F)n1, O=C([O-])[O-].